The task is: describe an organic reaction: reactants, conditions, products, and yield. This data is from the Open Reaction Database (ORD), a public repository of structured organic reaction records. Starting materials: BrC1=CC=2C(CCC(C2C=C1C)(C)C)(C)C (2-bromo-3,5,5,8,8-pentamethyl-5,6,7,8-tetrahydronaphthalene), C1=CCCCC1 (cyclohexene), [Si](C1=CC=CC=C1)(C1=CC=CC=C1)(C(C)(C)C)OCC1=CC=C(C=C1)C#C[Si](C)(C)C (4-[(trimethylsilyl)ethynyl]benzyl tert-butyldiphenylsilyl ether), [Si](C1=CC=CC=C1)(C1=CC=CC=C1)(C(C)(C)C)OCC1=CC=C(C=C1)C#C[Si](C)(C)C (4-[(trimethylsilyl)ethynyl]benzyl tert-butyldiphenylsilyl ether), B.CSC (borane methyl sulfide). Reagents/catalysts: C=1C=CC(=CC1)[P](C=2C=CC=CC2)(C=3C=CC=CC3)[Pd]([P](C=4C=CC=CC4)(C=5C=CC=CC5)C=6C=CC=CC6)([P](C=7C=CC=CC7)(C=8C=CC=CC8)C=9C=CC=CC9)[P](C=1C=CC=CC1)(C=1C=CC=CC1)C=1C=CC=CC1 (tetrakis(triphenylphosphine)palladium). Run in C1CCOC1 (THF), C1CCOC1 (THF). Reaction conditions: time 1 hour. Yields the product CC=1C(=CC=2C(CCC(C2C1)(C)C)(C)C)/C(=C/C1=CC=C(CO)C=C1)/[Si](C)(C)C ((Z)-4-[2-(3,5,5,8,8-Pentamethyl-5,6,7,8-tetrahydronaphthalen-2-yl)-2-(trimethylsilyl)vinyl]benzyl Alcohol). RXN SMILES: B.CSC.C1CCCCC=1.[Si]([O:28][CH2:29][C:30]1[CH:35]=[CH:34][C:33]([C:36]#[C:37][Si:38]([CH3:41])([CH3:40])[CH3:39])=[CH:32][CH:31]=1)(C(C)(C)C)(C1C=CC=CC=1)C1C=CC=CC=1.Br[C:43]1[C:52]([CH3:53])=[CH:51][C:50]2[C:49]([CH3:55])([CH3:54])[CH2:48][CH2:47][C:46]([CH3:57])([CH3:56])[C:45]=2[CH:44]=1>C1COCC1.C1C=CC([P]([Pd]([P](C2C=CC=CC=2)(C2C=CC=CC=2)C2C=CC=CC=2)([P](C2C=CC=CC=2)(C2C=CC=CC=2)C2C=CC=CC=2)[P](C2C=CC=CC=2)(C2C=CC=CC=2)C2C=CC=CC=2)(C2C=CC=CC=2)C2C=CC=CC=2)=CC=1>[CH3:53][C:52]1[C:43](/[C:37](/[Si:38]([CH3:39])([CH3:40])[CH3:41])=[CH:36]/[C:33]2[CH:32]=[CH:31][C:30]([CH2:29][OH:28])=[CH:35][CH:34]=2)=[CH:44][C:45]2[C:46]([CH3:57])([CH3:56])[CH2:47][CH2:48][C:49]([CH3:55])([CH3:54])[C:50]=2[CH:51]=1 |f:0.1,^1:66,68,87,106|. Reported procedure: A 3-neck 25 mL round bottom flask was fitted with a reflux condenser, and flame-dried under high vacuum. The vacuum was broken by the addition of dry argon (3×), and the flask was allowed to cool to room temperature. The flask was charged with 0.5 mL (1.0 mmol) of borane-methyl sulfide and THF (0.3 mL) and cooled to 0° C. The solution was treated with 0.20 mL (2 mmol) of cyclohexene and stirred at 0° C. for 1 hour. Neat 4-[(trimethylsilyl)ethynyl]benzyl tert-butyldiphenylsilyl ether (Compound 2,... Starting materials: COC=1C=C2C(=CNC2=CC1)CCC(=O)O (3-(5-Methoxy-1H-Indol-3-yl)-propionic acid), S1C=C(C=C1)S(=O)(=O)Cl (3-thienyl-sulfonyl chloride). The product is COC=1C=C2C(=CN(C2=CC1)S(=O)(=O)C1=CSC=C1)CCC(=O)O (3-[5-Methoxy-1-(thiophene-3-sulfonyl)-1H-indol-3-yl]-propionic acid). As a reaction SMILES: [CH3:1][O:2][C:3]1[CH:4]=[C:5]2[C:9](=[CH:10][CH:11]=1)[NH:8][CH:7]=[C:6]2[CH2:12][CH2:13][C:14]([OH:16])=[O:15].[S:17]1[CH:21]=[CH:20][C:19]([S:22](Cl)(=[O:24])=[O:23])=[CH:18]1>>[CH3:1][O:2][C:3]1[CH:4]=[C:5]2[C:9](=[CH:10][CH:11]=1)[N:8]([S:22]([C:19]1[CH:20]=[CH:21][S:17][CH:18]=1)(=[O:24])=[O:23])[CH:7]=[C:6]2[CH2:12][CH2:13][C:14]([OH:16])=[O:15]. Procedure: 3-[5-Methoxy-1-(thiophene-3-sulfonyl)-1H-indol-3-yl]-propionic acid 99 was prepared from 3-(5-methoxy-1H-indol-3-yl)-propionic acid 96 and 3-thienyl-sulfonyl chloride using the same protocol as described in step 8, Example 4. (M−1, 364.4)